This data is from the Open Reaction Database (ORD), a public repository of structured organic reaction records. The task is: describe an organic reaction: reactants, conditions, products, and yield Starting materials: CC(=O)OC(C)=O, CC(N)COc1ccc(Oc2ccc(O)cc2)nc1. Yields the product CC(=O)NC(C)COc1ccc(Oc2ccc(O)cc2)nc1. Reaction SMILES: [CH3:20][C:21](=[O:22])[O:23][C:24](=[O:25])[CH3:26].[NH2:1][CH:2]([CH2:3][O:4][c:5]1[cH:6][cH:7][c:8]([O:11][c:12]2[cH:13][cH:14][c:15]([OH:18])[cH:16][cH:17]2)[n:9][cH:10]1)[CH3:19]>>[NH:1]([CH:2]([CH2:3][O:4][c:5]1[cH:6][cH:7][c:8]([O:11][c:12]2[cH:13][cH:14][c:15]([OH:18])[cH:16][cH:17]2)[n:9][cH:10]1)[CH3:19])[C:21]([CH3:20])=[O:22]. Reactants: COc1ccc(Cn2ncc3c(O)ccnc32)cc1, [Cl-], O=S(=O)(N(c1ccccc1)S(=O)(=O)C(F)(F)F)C(F)(F)F, [H-], CC(C)(C)OC(=O)N1CCNCC1, [NH4+], [Na+], CN(C)C=O. Product: COc1ccc(Cn2ncc3c(N4CCN(C(=O)OC(C)(C)C)CC4)ccnc32)cc1. As a reaction SMILES: [CH3:3][O:4][c:5]1[cH:6][cH:7][c:8]([CH2:9][n:10]2[n:11][cH:12][c:13]3[c:14]2[n:15][cH:16][cH:17][c:18]3[OH:19])[cH:20][cH:21]1.[Cl-:56].[F:22][C:23]([F:24])([F:25])[S:26]([N:27]([c:28]1[cH:29][cH:30][cH:31][cH:32][cH:33]1)[S:34]([C:35]([F:36])([F:37])[F:38])(=[O:39])=[O:40])(=[O:41])=[O:42].[H-:2].[N:43]1([C:49](=[O:50])[O:51][C:52]([CH3:53])([CH3:54])[CH3:55])[CH2:44][CH2:45][NH:46][CH2:47][CH2:48]1.[NH4+:57].[Na+:1].[O:58]=[CH:59][N:60]([CH3:61])[CH3:62]>>[CH3:3][O:4][c:5]1[cH:6][cH:7][c:8]([CH2:9][n:10]2[n:11][cH:12][c:13]3[c:14]2[n:15][cH:16][cH:17][c:18]3[N:46]2[CH2:45][CH2:44][N:43]([C:49](=[O:50])[O:51][C:52]([CH3:53])([CH3:54])[CH3:55])[CH2:48][CH2:47]2)[cH:20][cH:21]1. The reactants are [OH-].[K+] (potassium hydroxide), [K] (potassium), alcohol, C(C)OC(=O)C=1C=CC2=C(SC3=C2C=CC(=C3)Cl)C1 (7-chlorodibenzothiophene-3-carboxylic acid ethyl ester). Solvent: C(C)O (ethanol). Product: [K+].ClC1=CC2=C(C3=C(S2)C=C(C=C3)C(=O)[O-])C=C1 (7-chlorodibenzothiophene-3-carboxylic acid potassium salt). As a reaction SMILES: [OH-].[K+:2].C([O:5][C:6]([C:8]1[CH:9]=[CH:10][C:11]2[C:15]3[CH:16]=[CH:17][C:18]([Cl:20])=[CH:19][C:14]=3[S:13][C:12]=2[CH:21]=1)=[O:7])C.[K]>C(O)C>[K+:2].[Cl:20][C:18]1[CH:17]=[CH:16][C:15]2[C:11]3[CH:10]=[CH:9][C:8]([C:6]([O-:7])=[O:5])=[CH:21][C:12]=3[S:13][C:14]=2[CH:19]=1 |f:0.1,5.6,^1:21|. Procedure details: A solution of 4.1 g. of potassium hydroxide (85%) in 100 ml. of alcohol was added to a solution of 18.1 g. of 7-chlorodibenzothiophene-3-carboxylic acid ethyl ester in 450 ml. of warm ethanol. The combined solutions were stirred and refluxed for 8 hours. After cooling to room temperature, the mixture was filtered to give 16.5 g. of the potassium salt. Starting materials: BrC1=CC=C2C(=N1)N(C(=N2)C)CC2=C(C=C(C=C2)C(=O)O)Cl (5-bromo-3-(2-chloro-4-carboxybenzyl)-2-methyl-3H-imidazo[4,5-b]pyridine), C(C(=O)Cl)(=O)Cl (oxalyl chloride), CN(C=O)C (N,N-dimethylformamide). Solvent: ClCCl (dichloromethane). Reaction conditions: time 1 hour. Yields the product BrC1=CC=C2C(=N1)N(C(=N2)C)CC2=C(C=C(C=C2)C(=O)OC2CCCCC2)Cl (5-Bromo-3-(2-chloro-4-(cyclohexyloxycarbonyl)benzyl)-2-methyl-3H-imidazo[4,5-b]pyridine). RXN SMILES: [Br:1][C:2]1[N:7]=[C:6]2[N:8]([CH2:12][C:13]3[CH:18]=[CH:17][C:16]([C:19]([OH:21])=[O:20])=[CH:15][C:14]=3[Cl:22])[C:9]([CH3:11])=[N:10][C:5]2=[CH:4][CH:3]=1.[C:23](Cl)(=O)[C:24](Cl)=O.CN(C)C=O>ClCCl>[Br:1][C:2]1[N:7]=[C:6]2[N:8]([CH2:12][C:13]3[CH:18]=[CH:17][C:16]([C:19]([O:21][CH:24]4[CH2:23][CH2:5][CH2:4][CH2:3][CH2:2]4)=[O:20])=[CH:15][C:14]=3[Cl:22])[C:9]([CH3:11])=[N:10][C:5]2=[CH:4][CH:3]=1. Procedure: To a solution of 5-bromo-3-(2-chloro-4-carboxybenzyl)-2-methyl-3H-imidazo[4,5-b]pyridine (525 mg) in dichloromethane (5 ml) were added oxalyl chloride (0.36 ml) and N,N-dimethylformamide (0.03 ml), and the mixture was stirred at room temperature for 1 hr and concentrated under reduced pressure. Dichloromethane (5 ml) was added and dissolved, and trimethylamine (698 mg), 4-dimethylaminopyridine (10 mg) and cyclohexanol (1.38 g) were successively added under ice-cooling. The mixture was stirred un... Starting materials: C(CC(C)C)(=O)CC(CC(C)C)=O (diisovalerylmethane), suspension, [H-].[Na+] (sodium hydride), C(C)OC(CBr)=O (bromoacetic acid-ethylester), C1(=CC=CC=C1)NN (phenylhydrazine). Run in C1=CC=CC=C1 (benzene), paraffin, C(C)(=O)O (acetic acid). Yields the product C(C(C)C)C1=NN(C(=C1CC(=O)O)CC(C)C)C1=CC=CC=C1 (3,5-diisobutyl-1-phenyl-pyrazol-4-acetic acid). The yield is 44.0%. RXN SMILES: [C:1]([CH2:7][C:8](=O)[CH2:9][CH:10]([CH3:12])[CH3:11])(=O)[CH2:2][CH:3]([CH3:5])[CH3:4].[H-].[Na+].C([O:18][C:19](=[O:22])[CH2:20]Br)C.[C:23]1([NH:29][NH2:30])[CH:28]=[CH:27][CH:26]=[CH:25][CH:24]=1>C(O)(=O)C.C1C=CC=CC=1>[CH2:2]([C:1]1[C:7]([CH2:20][C:19]([OH:18])=[O:22])=[C:8]([CH2:9][CH:10]([CH3:12])[CH3:11])[N:29]([C:23]2[CH:28]=[CH:27][CH:26]=[CH:25][CH:24]=2)[N:30]=1)[CH:3]([CH3:5])[CH3:4] |f:1.2|. Procedure: 10 grams diisovalerylmethane (as described by Swamer and Hauser), were reacted with 1.3 gram of a 50% suspension of sodium hydride in paraffin oil and 10 grams bromoacetic acid-ethylester by a procedure analogous to that described in Example (2b). The benzene solution obtained in this procedure was evaporated and the residue of crude 3,3-diisovalerylpropionic acid-ethyl ester obtained thereby was mixed with 6.5 grams phenylhydrazine and 4 grams glacial acetic acid and the mixture was heated to t... The reactants are CC(=O)[O-], COC(=O)C(N)Cc1ccccc1, CC(=O)O, CCOC(C)=O, O=CNC1CC(=O)OC1=O, Cl, [Na+]. The product is COC(=O)C(Cc1ccccc1)NC(=O)C(CC(=O)O)NC=O. Reaction SMILES: [CH3:12][C:13](=[O:14])[O-:15].[CH3:17][O:18][C:19]([CH:20]([NH2:21])[CH2:22][c:23]1[cH:24][cH:25][cH:26][cH:27][cH:28]1)=[O:29].[CH3:30][C:31](=[O:32])[OH:33].[CH3:34][CH2:35][O:36][C:37](=[O:38])[CH3:39].[CH:1](=[O:2])[NH:3][CH:4]1[CH2:5][C:6](=[O:7])[O:8][C:9]1=[O:10].[ClH:16].[Na+:11]>>[CH:1](=[O:2])[NH:3][CH:4]([CH2:5][C:6](=[O:7])[OH:8])[C:9](=[O:10])[NH:21][CH:20]([C:19]([O:18][CH3:17])=[O:29])[CH2:22][c:23]1[cH:24][cH:25][cH:26][cH:27][cH:28]1. The reactants are C(C)(C)(C)OC(=O)N1[C@H](C[C@H](C1)N=[N+]=[N-])CO ((2R,4R)-4-azido-2-hydroxymethyl-pyrrolidine-1-carboxylic acid tert-butyl ester), [H][H] (hydrogen). Reagents/catalysts: [Pd] (palladium on carbon). Run in CO (methanol). The product is C(C)(C)(C)OC(=O)N1[C@H](C[C@H](C1)N)CO ((2R,4R)-4-Amino-2-hydroxymethyl-pyrrolidine-1-carboxylic acid tert-butyl ester). Isolated yield 98.4%. RXN SMILES: [C:1]([O:5][C:6]([N:8]1[CH2:12][C@H:11]([N:13]=[N+]=[N-])[CH2:10][C@@H:9]1[CH2:16][OH:17])=[O:7])([CH3:4])([CH3:3])[CH3:2].[H][H]>[Pd].CO>[C:1]([O:5][C:6]([N:8]1[CH2:12][C@H:11]([NH2:13])[CH2:10][C@@H:9]1[CH2:16][OH:17])=[O:7])([CH3:4])([CH3:3])[CH3:2]. Procedure: Hydrogenate a mixture of (2R,4R)-4-azido-2-hydroxymethyl-pyrrolidine-1-carboxylic acid tert-butyl ester (225 g, 0.93 mol) and 10% palladium on carbon (22.5 g, pre-wetted with toluene) in methanol (2.3 L) at 15 psi of hydrogen at room temperature for 16 h. Filter off the catalyst and concentrate the filtrate to obtain the title compound as an oil (198 g, 92%). 1H NMR (400 MHz, DMSO-d6) δ 1.38 (s, 9H), 1.58 (m, 1H), 2.16 (m, 1H), 2.95 (m, 1H), 3.20-3.58 (m, 6H), 3.61 (m, 1H), 3.65 (br s, 1H).